This data is from the Open Reaction Database (ORD), a public repository of structured organic reaction records. The task is: describe an organic reaction: reactants, conditions, products, and yield Reactants: C(C)(C)(C)OC(=O)NCCC1=CC=C(C=C1)O (N-(t-butoxycarbonyl)-2-(4-hydroxyphenyl)ethylamine), C1(=CC=CC=C1)C(CCO)(C1=CC=CC=C1)C1=CC=CC=C1 (3,3,3-triphenylpropanol), product. The solvent is C(C)(C)O (isopropanol). Run at time 3 hour. Product: hydrochloride salt, C1(=CC=CC=C1)C(CCOC1=CC=C(C=C1)CCN)(C1=CC=CC=C1)C1=CC=CC=C1 (2-(4-(3,3,3-triphenylpropoxy)pheny)ethylamine). The yield is 66.0%. RXN SMILES: C(OC([NH:8][CH2:9][CH2:10][C:11]1[CH:16]=[CH:15][C:14]([OH:17])=[CH:13][CH:12]=1)=O)(C)(C)C.[C:18]1([C:24]([C:34]2[CH:39]=[CH:38][CH:37]=[CH:36][CH:35]=2)([C:28]2[CH:33]=[CH:32][CH:31]=[CH:30][CH:29]=2)[CH2:25][CH2:26]O)[CH:23]=[CH:22][CH:21]=[CH:20][CH:19]=1>C(O)(C)C>[C:18]1([C:24]([C:28]2[CH:29]=[CH:30][CH:31]=[CH:32][CH:33]=2)([C:34]2[CH:35]=[CH:36][CH:37]=[CH:38][CH:39]=2)[CH2:25][CH2:26][O:17][C:14]2[CH:13]=[CH:12][C:11]([CH2:10][CH2:9][NH2:8])=[CH:16][CH:15]=2)[CH:19]=[CH:20][CH:21]=[CH:22][CH:23]=1. Procedure: N-(t-butoxycarbonyl)-2-(4-hydroxyphenyl)ethylamine (1.3 g) and 3,3,3-triphenylpropanol (1.4 g) were coupled by the method of example 5. The product (1.4 g) was dissolved in 15 mL isopropanol containing 1.0 g HCl, and stirred 3 hr at room temperature. A precipitate formed, which was collected and recrystallized from ethanol-ether to provide the hydrochloride salt of the title compound as a white solid, mp 163°-165° C., in 66% yield. Anal. calcd. for C29H29NO.HCl.0.75 H2O: C, 76.13; H, 6.94; N, 3.... Reactants: C1CCOC1, CCOC(=O)c1[se]c2ncccc2c1N=NN(C)C, [NH4+], [OH-], O. The product is CN(C)N=Nc1c(C(N)=O)[se]c2ncccc12. As a reaction SMILES: [CH2:23]1[O:24][CH2:25][CH2:26][CH2:27]1.[CH3:3][N:4]([CH3:5])[N:6]=[N:7][c:8]1[c:9]([C:17]([O:19][CH2:18][CH3:20])=[O:21])[se:10][c:11]2[n:12][cH:13][cH:14][cH:15][c:16]12.[NH4+:1].[OH-:2].[OH2:22]>>[NH2:1][C:17]([c:9]1[c:8]([N:7]=[N:6][N:4]([CH3:3])[CH3:5])[c:16]2[c:11]([se:10]1)[n:12][cH:13][cH:14][cH:15]2)=[O:19].